Dataset: the Open Reaction Database (ORD), a public repository of structured organic reaction records. Task: describe an organic reaction: reactants, conditions, products, and yield Reactants: CN1C(CC[C@@]2(C3=C(CC[C@@H]12)C=C(C=C3)Br)C)=O ((4aR)-(10bR)-4,10b-dimethyl-8-bromo-1,2,3,4,4a,5,6,10b-octahydrobenzo[f]quinolin-3-one), C(CCC)[Sn](CC=C)(CCCC)CCCC (tri-n-butyl-2-propenylstannane), tetrakis(triphenylphosphene) palladium. Run in C(C)#N (acetonitrile). Product: CN1C(CC[C@@]2(C3=C(CC[C@@H]12)C=C(C=C3)CC=C)C)=O ((4aR)-(10bR)-4,10b-dimethyl-8-allyl-1,2,3,4,4a,5,6,10b-octahydrobenzo[f]quinolin-3-one). As a reaction SMILES: [CH3:1][N:2]1[C@H:11]2[C@@:6]([CH3:17])([C:7]3[CH:15]=[CH:14][C:13](Br)=[CH:12][C:8]=3[CH2:9][CH2:10]2)[CH2:5][CH2:4][C:3]1=[O:18].[CH2:19]([Sn](CCCC)(CCCC)CC=C)[CH2:20][CH2:21]C>C(#N)C>[CH3:1][N:2]1[C@H:11]2[C@@:6]([CH3:17])([C:7]3[CH:15]=[CH:14][C:13]([CH2:21][CH:20]=[CH2:19])=[CH:12][C:8]=3[CH2:9][CH2:10]2)[CH2:5][CH2:4][C:3]1=[O:18]. Procedure details: A 9 g portion of (4aR)-(10bR)-4,10b-dimethyl-8-bromo-1,2,3,4,4a,5,6,10b-octahydrobenzo[f]quinolin-3-one was combined with 11.1 g of tri-n-butyl-2-propenylstannane and 1.69 g of tetrakis(triphenylphosphene) palladium in 40 mL of acetonitrile in a sealable tube. Argon was bubbled through the mixture, the cap replaced, and the reaction heated at 90° for 18 h. Upon cooling, the mixture was filtered and the filtrate was concentrated under vacuum. The residue was triturated with diethyl ether to obtai... Reactants: N(=[N+]=[N-])C(C)C1=CC(=C(C=C1)OC)OCC1=CC=CC=C1 (4-(1-azido-ethyl)-2-benzyloxy-1-methoxybenzene). Reagents/catalysts: [Pd] (Pd/C). Run in Cl (hydrogen chloride). Yields the product NC(C)C=1C=CC(=C(C1)O)OC (5-(1-amino-ethyl)-2-methoxyphenol). As a reaction SMILES: [N:1]([CH:4]([C:6]1[CH:11]=[CH:10][C:9]([O:12][CH3:13])=[C:8]([O:14]CC2C=CC=CC=2)[CH:7]=1)[CH3:5])=[N+]=[N-]>Cl.[Pd]>[NH2:1][CH:4]([C:6]1[CH:11]=[CH:10][C:9]([O:12][CH3:13])=[C:8]([OH:14])[CH:7]=1)[CH3:5]. Reported procedure: Crude 4-(1-azido-ethyl)-2-benzyloxy-1-methoxybenzene is hydrogenated at 50 psi, using 10% Pd/C in ethanolic hydrogen chloride solution to give 5-(1-amino-ethyl)-2-methoxyphenol. Reactants: C(C)(C)(C)OC(N(CC(NC=1C=C2C=3C(=C(NC3C1)C1=CC=CC=C1)C=NNC2=O)=O)C)=O (Methyl-[(6-oxo-2-phenyl-5,6-dihydro-1H-[1,2]diazepino[4,5,6-cd]indol-8-ylcarbamoyl)-methyl]-carbamic acid tert-butyl ester), FC(C(=O)O)(F)F (trifluoroacetic acid). Run in C(Cl)Cl (CH2Cl2). Conditions: time 0.5 hour. Product: FC(C(=O)O)(F)F.CNC(C(=O)NC=1C=C2C=3C(=C(NC3C1)C1=CC=CC=C1)C=NNC2=O)C (2-Methylamino-N-(6-oxo-2-phenyl-5,6-dihydro-1H-[1,2]diazepino[4,5,6-cd]indol-8-yl)-methyl-acetamide; compound with trifluoro-acetic acid). Yield: 98.0%. As a reaction SMILES: C(O[C:6](=O)[N:7](C)[CH2:8][C:9](=[O:31])[NH:10][C:11]1[CH:12]=[C:13]2[C:29](=[O:30])[NH:28][N:27]=[CH:26][C:15]3=[C:16]([C:20]4[CH:25]=[CH:24][CH:23]=[CH:22][CH:21]=4)[NH:17][C:18]([CH:19]=1)=[C:14]23)(C)(C)C.[F:34][C:35]([F:40])([F:39])[C:36]([OH:38])=[O:37]>C(Cl)Cl>[F:34][C:35]([F:40])([F:39])[C:36]([OH:38])=[O:37].[CH3:6][NH:7][CH:8]([CH3:35])[C:9]([NH:10][C:11]1[CH:12]=[C:13]2[C:29](=[O:30])[NH:28][N:27]=[CH:26][C:15]3=[C:16]([C:20]4[CH:25]=[CH:24][CH:23]=[CH:22][CH:21]=4)[NH:17][C:18]([CH:19]=1)=[C:14]23)=[O:31] |f:3.4|. Reported procedure: The title compound of Example 19 (19 mg, 0.042 mmol) in CH2Cl2 (0.65 mL) was treated with trifluoroacetic acid (0.45 mL) and allowed to stir for 0.5 hours. The volatile components were removed under vacuum, and diethyl ether was added and evaporated three times to give the title compound (19 mg, 0.041 mmol) as a yellow, orange powder in 98% yield. The reactants are ClC1=NC=CC(=N1)C1=CC2=C(N=C(S2)NC(C)=O)C=C1 (N-(6-(2-chloropyrimidin-4-yl)benzo[d]thiazol-2-yl)acetamide), 2-O— tolylpyrrolidine, C(C)(C)N(CC)C(C)C (diisopropylethylamine), CS(=O)C (DMSO). Solvent: O (water). Reaction conditions: temperature 140 celsius, time 20 minute. Yields the product C1(=C(C=CC=C1)C1N(CCC1)C1=NC=CC(=N1)C1=CC2=C(N=C(S2)NC(C)=O)C=C1)C (N-(6-(2-(2-o-tolylpyrrolidin-1-yl)pyrimidin-4-yl)benzo[d]thiazol-2-yl)acetamide). Isolated yield 100.9%. Reaction SMILES: Cl[C:2]1[N:7]=[C:6]([C:8]2[CH:20]=[CH:19][C:11]3[N:12]=[C:13]([NH:15][C:16](=[O:18])[CH3:17])[S:14][C:10]=3[CH:9]=2)[CH:5]=[CH:4][N:3]=1.C([N:24]([CH:27]([CH3:29])[CH3:28])[CH2:25][CH3:26])(C)C.CS(C)=O>O>[C:9]1([CH3:10])[CH:8]=[CH:6][CH:5]=[CH:4][C:29]=1[CH:27]1[CH2:28][CH2:26][CH2:25][N:24]1[C:2]1[N:7]=[C:6]([C:8]2[CH:20]=[CH:19][C:11]3[N:12]=[C:13]([NH:15][C:16](=[O:18])[CH3:17])[S:14][C:10]=3[CH:9]=2)[CH:5]=[CH:4][N:3]=1. Procedure: A mixture of N-(6-(2-chloropyrimidin-4-yl)benzo[d]thiazol-2-yl)acetamide (0.100 g, 0.3 mmol), 2-O— tolylpyrrolidine (0.053 g, 0.33 mmol) oxalate, diisopropylethylamine (0.20 ml, 1.2 mmol) in DMSO (1.0 g, 11 mmol) was heated under CEM microwave at 140° C., 130 W (Powermax® off) for 20 min. The resultant was diluted with 5 ml of water and filtered. The solid was dried to give a brown solid (0.065 g, 46%). MS (ESI pos. ion) Found m/z: 430, (M+H)+. The reactants are C(C1=CC=CC=C1)N1N=C2C=C(C=CC2=C1)C=1C=C(N2N=CN=C(C21)N)C2CNCC2 (5-(2-benzyl-2H-indazol-6-yl)-7-pyrrolidin-3-ylpyrrolo[2,1-f][1,2,4]triazin-4-amine), CN1CCN(CC1)C(=O)Cl (4-methylpiperazine-1-carbonyl chloride). Run in C(Cl)Cl (CH2Cl2). Reaction conditions: time 8 hour. The product is C(C1=CC=CC=C1)N1N=C2C=C(C=CC2=C1)C=1C=C(N2N=CN=C(C21)N)C2CN(CC2)C(=O)N2CCN(CC2)C (5-(2-benzyl-2H-indazol-6-yl)-7-{1-[(4-methylpiperazin-1-yl)carbonyl]pyrrolidin-3-yl}pyrrolo[2,1-f][1,2,4]triazin-4-amine). Yield: 20.3%. RXN SMILES: [CH2:1]([N:8]1[CH:16]=[C:15]2[C:10]([CH:11]=[C:12]([C:17]3[CH:18]=[C:19]([CH:27]4[CH2:31][CH2:30][NH:29][CH2:28]4)[N:20]4[C:25]=3[C:24]([NH2:26])=[N:23][CH:22]=[N:21]4)[CH:13]=[CH:14]2)=[N:9]1)[C:2]1[CH:7]=[CH:6][CH:5]=[CH:4][CH:3]=1.[CH3:32][N:33]1[CH2:38][CH2:37][N:36]([C:39](Cl)=[O:40])[CH2:35][CH2:34]1>C(Cl)Cl>[CH2:1]([N:8]1[CH:16]=[C:15]2[C:10]([CH:11]=[C:12]([C:17]3[CH:18]=[C:19]([CH:27]4[CH2:31][CH2:30][N:29]([C:39]([N:36]5[CH2:37][CH2:38][N:33]([CH3:32])[CH2:34][CH2:35]5)=[O:40])[CH2:28]4)[N:20]4[C:25]=3[C:24]([NH2:26])=[N:23][CH:22]=[N:21]4)[CH:13]=[CH:14]2)=[N:9]1)[C:2]1[CH:3]=[CH:4][CH:5]=[CH:6][CH:7]=1. Reported procedure: To a solution of 5-(2-benzyl-2H-indazol-6-yl)-7-pyrrolidin-3-ylpyrrolo[2,1-f][1,2,4]triazin-4-amine (60 mg, 0.147 mmol) in CH2Cl2 (2 mL), the solution made in Step 1 of 4-methylpiperazine-1-carbonyl chloride (62 mg, 0.163 mmol) was added. The reaction mixture was stirred at rt overnight. The reaction was then partitioned between EtOAc (50 mL) and 10% aqueous potassium carbonate. (20 mL). The aqueous layer was extracted with EtOAc (20 mL). The combined organic layers were washed with brine, dried... The reactants are O (water), C([O-])([O-])=O.[K+].[K+] (potassium carbonate), ICC (iodoethane), ClC1=CC=C(CNC(=O)C=2C(=C3C(=NC2)C=CS3)O)C=C1 (N-(4-Chlorobenzyl)-7-hydroxythieno[3,2-b]pyridine-6-carboxamide). Run in CN(C)C=O (DMF). Conditions: temperature 100 celsius. Yields the product ClC1=CC=C(CNC(=O)C=2C(C3=C(N(C2)CC)C=CS3)=O)C=C1 (N-(4-Chlorobenzyl)-4-ethyl-7-oxo-4,7-dihydrothieno[3,2-b]pyridine-6-carboxamide). RXN SMILES: [Cl:1][C:2]1[CH:21]=[CH:20][C:5]([CH2:6][NH:7][C:8]([C:10]2[C:11]([OH:19])=[C:12]3[S:18][CH:17]=[CH:16][C:13]3=[N:14][CH:15]=2)=[O:9])=[CH:4][CH:3]=1.C(=O)([O-])[O-].[K+].[K+].I[CH2:29][CH3:30].O>CN(C=O)C>[Cl:1][C:2]1[CH:3]=[CH:4][C:5]([CH2:6][NH:7][C:8]([C:10]2[C:11](=[O:19])[C:12]3[S:18][CH:17]=[CH:16][C:13]=3[N:14]([CH2:29][CH3:30])[CH:15]=2)=[O:9])=[CH:20][CH:21]=1 |f:1.2.3|. Procedure: N-(4-chlorobenzyl)-7-hydroxythieno[3,2-b]pyridine-6-carboxamide (Example 1, 885 mg)was dissolved in DMF (20 mL) and to the solution was added potassium carbonate (1.92 g) and iodoethane (1.1 mL). The mixture was heated to 100° C. for 16 h. After cooling to room temperature, the reaction mixture was poured into water (100 mL) and extracted with EtOAc (3×100 mL). The combined organic layers were washed with water (3×25 mL) followed by brine (25 mL), dried (MgSO4), and concentrated. The crude produ...